Dataset: the Open Reaction Database (ORD), a public repository of structured organic reaction records. Task: describe an organic reaction: reactants, conditions, products, and yield The reactants are C(C)OC(CCNC1=CC(=CC(=C1)C)C)=O (3-(3,5-dimethyl-phenylamino)-propionic acid ethyl ester), [H-].[H-].[H-].[H-].[Li+].[Al+3] (LiAlH4), O (water), C(Cl)Cl.CO (CH2Cl2 CH3OH). Run in O1CCCC1 (tetrahydrofuran), O1CCCC1 (tetrahydrofuran). Conditions: temperature 5 celsius, time 1 hour. Yields the product CCCC(O)NC1=CC=CC(=C1)C (3,5-dimethyl-phenylamino-propan-1-ol). Isolated yield 86.0%. RXN SMILES: C(O[C:4](=O)[CH2:5][CH2:6][NH:7][C:8]1[CH:13]=[C:12](C)[CH:11]=[C:10]([CH3:15])[CH:9]=1)C.[H-].[H-].[H-].[H-].[Li+].[Al+3].[OH2:23].C(Cl)Cl.[CH3:27]O>O1CCCC1>[CH3:27][CH2:4][CH2:5][CH:6]([NH:7][C:8]1[CH:9]=[C:10]([CH3:15])[CH:11]=[CH:12][CH:13]=1)[OH:23] |f:1.2.3.4.5.6,8.9|. Reported procedure: 3-(3,5-dimethyl-phenylamino)-propionic acid ethyl ester (0.00226 mol) in tetrahydrofuran (5 ml) was added drop wise to a slurry of LiAlH4 (0.0034 mol) in tetrahydrofuran (10 ml) at 5° C. under N2 flow. The mixture was stirred at 5° C. for 1 hour. A minimum of water and CH2Cl2/CH3OH (95/5) were added. The solution was dried (over MgSO4), filtered and the solvent was evaporated until dryness, yielding 0.35 g of 3-(3,5-dimethyl-phenylamino-propan-1-ol (86%). 5-(3,5-dimethyl-phenylamino)-pentan-1-ol...